From a dataset of the Open Reaction Database (ORD), a public repository of structured organic reaction records. describe an organic reaction: reactants, conditions, products, and yield The reactants are ClC(Cl)(OC(OC(Cl)(Cl)Cl)=O)Cl (triphosgene), COC=1C=C2C(=CC=NC2=CC1OC)OC1=CC=C(N)C=C1 (4-[(6,7-Dimethoxy-4-quinolyl)oxy]aniline), C(C)(C)N(CC)C(C)C (diisopropylethylamine), NC=1SC(=NN1)C (2-amino-5-methyl-1,3,4-thiadiazole). The solvent is C(Cl)(Cl)Cl (chloroform), O (water), C(Cl)(Cl)Cl (chloroform). Reaction conditions: time 15 minute. Product: COC=1C=C2C(=CC=NC2=CC1OC)OC1=CC=C(C=C1)NC(=O)NC=1SC(=NN1)C (N-{4-[(6,7-Dimethoxy-4-quinolyl)oxy]phenyl}-N′-(5-methyl-1,3,4-thiadiazol-2-yl)urea). Yield: 33.2%. RXN SMILES: [CH3:1][O:2][C:3]1[CH:4]=[C:5]2[C:10](=[CH:11][C:12]=1[O:13][CH3:14])[N:9]=[CH:8][CH:7]=[C:6]2[O:15][C:16]1[CH:22]=[CH:21][C:19]([NH2:20])=[CH:18][CH:17]=1.C(N(C(C)C)CC)(C)C.ClC(Cl)(O[C:36](=[O:42])OC(Cl)(Cl)Cl)Cl.[NH2:44][C:45]1[S:46][C:47]([CH3:50])=[N:48][N:49]=1>C(Cl)(Cl)Cl.O>[CH3:1][O:2][C:3]1[CH:4]=[C:5]2[C:10](=[CH:11][C:12]=1[O:13][CH3:14])[N:9]=[CH:8][CH:7]=[C:6]2[O:15][C:16]1[CH:22]=[CH:21][C:19]([NH:20][C:36]([NH:44][C:45]2[S:46][C:47]([CH3:50])=[N:48][N:49]=2)=[O:42])=[CH:18][CH:17]=1. Reported procedure: 4-[(6,7-Dimethoxy-4-quinolyl)oxy]aniline (100 mg) was dissolved in chloroform (5 ml) and diisopropylethylamine (0.5 ml) to prepare a solution. A solution of triphosgene (100 mg) in chloroform was then added to the solution, and the mixture was stirred at room temperature for 15 min. Next, 2-amino-5-methyl-1,3,4-thiadiazole (47 mg) was added thereto, and the mixture was further stirred at room temperature overnight. Distilled water was added to the reaction solution, and the mixture was subjected...